This data is from the Open Reaction Database (ORD), a public repository of structured organic reaction records. The task is: describe an organic reaction: reactants, conditions, products, and yield The reactants are N[C@@H](C)C1=CC(=C(C(=O)NC2CCCCC2)C=C1)F ((S)-4-(1-aminoethyl)-N-cyclohexyl-2-fluorobenzamide), ClC1=NC=CC(=N1)N1C(OC[C@@H]1C(C)C)=O ((S)-3-(2-chloropyrimidin-4-yl)-4-isopropyloxazolidin-2-one), CCN(C(C)C)C(C)C (Hunig's Base). Run in CN1CCCC1=O (NMP), CN1CCCC1=O (NMP). Conditions: temperature 125 celsius. Product: C1(CCCCC1)NC(C1=C(C=C(C=C1)[C@H](C)NC1=NC=CC(=N1)N1C(OC[C@@H]1C(C)C)=O)F)=O (N-cyclohexyl-2-fluoro-4-((S)-1-(4-((S)-4-isopropyl-2-oxooxazolidin-3-yl)pyrimidin-2-ylamino)ethyl)benzamide). The yield is 19.6%. Reaction SMILES: [NH2:1][C@H:2]([C:4]1[CH:18]=[CH:17][C:7]([C:8]([NH:10][CH:11]2[CH2:16][CH2:15][CH2:14][CH2:13][CH2:12]2)=[O:9])=[C:6]([F:19])[CH:5]=1)[CH3:3].Cl[C:21]1[N:26]=[C:25]([N:27]2[C@@H:31]([CH:32]([CH3:34])[CH3:33])[CH2:30][O:29][C:28]2=[O:35])[CH:24]=[CH:23][N:22]=1.CCN(C(C)C)C(C)C>CN1C(=O)CCC1>[CH:11]1([NH:10][C:8](=[O:9])[C:7]2[CH:17]=[CH:18][C:4]([C@@H:2]([NH:1][C:21]3[N:26]=[C:25]([N:27]4[C@@H:31]([CH:32]([CH3:33])[CH3:34])[CH2:30][O:29][C:28]4=[O:35])[CH:24]=[CH:23][N:22]=3)[CH3:3])=[CH:5][C:6]=2[F:19])[CH2:16][CH2:15][CH2:14][CH2:13][CH2:12]1. Procedure: To (S)-4-(1-aminoethyl)-N-cyclohexyl-2-fluorobenzamide (16 mg, 0.061 mmol) was added (S)-3-(2-chloropyrimidin-4-yl)-4-isopropyloxazolidin-2-one (29.3 mg, 0.121 mmol), NMP (0.5 ml) and Hunig's Base (0.032 ml, 0.182 mmol). The reaction was heated at 125° C. for 4 hours or until done by LCMS. The reaction was let cool, 0.5 ml of NMP added, filtered, purified by prep LC and lyophilized to give 5.6 mg of N-cyclohexyl-2-fluoro-4-((S)-1-(4-((S)-4-isopropyl-2-oxooxazolidin-3-yl)pyrimidin-2-ylamino)ethyl... Reactants: C(C)(=O)O[C@@H]1CC2(CCCC2)[C@H](C(=C1)C)C(C)=O (trans-10-acetyl-9-methylspiro[4.5]dec-8-en-7-yl acetate), C1CCC2=NCCCN2CC1 (DBU), Cl (HCl). The product is crude product, CCC(=O)C=1C2(CCCC2)CC=CC1C (methyl 1-(7-methylspiro[4.5]deca-6,8-dien-6-yl)ethanone). Isolated yield 72.0%. As a reaction SMILES: C(O[C@H:5]1[CH:14]=[C:13]([CH3:15])[C@H:12]([C:16](=[O:18])[CH3:17])[C:7]2([CH2:11][CH2:10][CH2:9][CH2:8]2)[CH2:6]1)(=O)C.Cl.[CH2:20]1CCN2C(=NCCC2)CC1>>[CH3:20][CH2:17][C:16]([C:12]1[C:7]2([CH2:6][CH:5]=[CH:14][C:13]=1[CH3:15])[CH2:8][CH2:9][CH2:10][CH2:11]2)=[O:18]. Procedure: A solution of 8:92 cis/trans-10-acetyl-9-methylspiro[4.5]dec-8-en-7-yl acetate (4.1 g, 16.4 mmol) in DBU (30 ml) was stirred for 19 h at 40° C. The reaction mixture was poured into cold 2N aqueous HCl (100 ml), and extracted twice with cyclohexane (50 ml). The combined organic phases were washed with water (50 ml), with a saturated aqueous solution of NaCl (40 ml), dried (MgSO4), concentrated. FC (500 g SiO2, hexane/MTBE 50:1) of the crude product (2.92 g) gave methyl 1-(7-methylspiro[4.5]deca-6... The reactants are C1(CC1)OC=1C=C(C=CC1OC(F)F)C1=C(C2=C(C=NN(C2=O)COCC[Si](C)(C)C)N1COCC[Si](C)(C)C)C=1C=NN(C1)COCC[Si](C)(C)C (2-(3-cyclopropoxy-4-difluoromethoxyphenyl)-1,5-bis(2-trimethylsilylethoxymethyl)-3-[1-(2-trimethylsilylethoxymethyl)-1H-pyrazol-4-yl]-1,5-dihydropyrrolo[2,3-d]pyridazin-4-one), C1(CC1)OC=1C=C(C=CC1OC(F)F)C1=C(C2=C(C=NN(C2=O)COCC[Si](C)(C)C)N1COCC[Si](C)(C)C)C (2-(3-cyclopropoxy-4-difluoromethoxyphenyl)-3-methyl-1,5-bis(2-trimethylsilylethoxymethyl)-1,5-dihydropyrrolo[2,3-d]pyridazin-4-one). The product is C1(CC1)OC=1C=C(C=CC1OC(F)F)C1=C(C2=C(C=NN(C2=O)COCC[Si](C)(C)C)N1)C=1C=NNC1 (2-(3-Cyclopropoxy-4-difluoromethoxyphenyl)-3-(4-pyrazolyl)-5-(2-trimethylsilylethoxymethyl)-1,5-dihydropyrrolo[2,3-d]pyridazin-4-one). Isolated yield 79.1%. As a reaction SMILES: [CH:1]1([O:4][C:5]2[CH:6]=[C:7]([C:15]3[N:32](COCC[Si](C)(C)C)[C:18]4[CH:19]=[N:20][N:21]([CH2:24][O:25][CH2:26][CH2:27][Si:28]([CH3:31])([CH3:30])[CH3:29])[C:22](=[O:23])[C:17]=4[C:16]=3[C:41]3[CH:42]=[N:43][N:44](COCC[Si](C)(C)C)[CH:45]=3)[CH:8]=[CH:9][C:10]=2[O:11][CH:12]([F:14])[F:13])[CH2:3][CH2:2]1.C1(OC2C=C(C3N(COCC[Si](C)(C)C)C4C=NN(COCC[Si](C)(C)C)C(=O)C=4C=3C)C=CC=2OC(F)F)CC1>>[CH:1]1([O:4][C:5]2[CH:6]=[C:7]([C:15]3[NH:32][C:18]4[CH:19]=[N:20][N:21]([CH2:24][O:25][CH2:26][CH2:27][Si:28]([CH3:31])([CH3:30])[CH3:29])[C:22](=[O:23])[C:17]=4[C:16]=3[C:41]3[CH:42]=[N:43][NH:44][CH:45]=3)[CH:8]=[CH:9][C:10]=2[O:11][CH:12]([F:14])[F:13])[CH2:2][CH2:3]1. Procedure: Reaction and post treatment were carried out in the same manner as in Example 4-(b) except for using 190 mg (0.241 mmol) of 2-(3-cyclopropoxy-4-difluoromethoxyphenyl)-1,5-bis(2-trimethylsilylethoxymethyl)-3-[1-(2-trimethylsilylethoxymethyl)-1H-pyrazol-4-yl]-1,5-dihydropyrrolo[2,3-d]pyridazin-4-one obtained in Example 18-(a) in place of 2-(3-cyclopropoxy-4-difluoromethoxyphenyl)-3-methyl-1,5-bis(2-trimethylsilylethoxymethyl)-1,5-dihydropyrrolo[2,3-d]pyridazin-4-one, whereby 101 mg of the title co... The reactants are C(#N)CC1CC(C1)C(=O)O (3-cyanomethylcyclobutane carboxylic acid), C(C(=O)Cl)(=O)Cl (oxalyl chloride). Reagents/catalysts: CN(C=O)C (dimethylformamide). Solvent: ClCCl (dichloromethane). Run at time 8 hour. Product: C(#N)CC1CC(C1)C(=O)Cl (3-Cyanomethylcyclobutanecarbonylchloride). As a reaction SMILES: [C:1]([CH2:3][CH:4]1[CH2:7][CH:6]([C:8]([OH:10])=O)[CH2:5]1)#[N:2].C(Cl)(=O)C([Cl:14])=O>ClCCl.CN(C)C=O>[C:1]([CH2:3][CH:4]1[CH2:7][CH:6]([C:8]([Cl:14])=[O:10])[CH2:5]1)#[N:2]. Reported procedure: To a stirred solution of 3-cyanomethylcyclobutane carboxylic acid (4.0 g, 28.8 mmol) in dichloromethane (50 ml) was added two drops of dimethylformamide followed by oxalyl chloride (12 ml). The mixture was stirred overnight at room temperature followed by removal of the solvent and excess reagent in vacuo. The resulting oil was dissolved in dry dichloromethane and the solvent evaporated to give the title compound as an oil. The reactants are ClC=1C=CC2=C(N(C(S2)=O)CC(=O)N2CCNCC2)C1 (5-chloro-3-[(1-piperazinyl)carbonylmethyl]-2-benzothiazolinone), S(=O)(=O)(O)O.CSC(N)=N (S-methylisothiourea sulfate). The solvent is CN(C=O)C (N,N-dimethylformamide), O (water). Run at temperature 80 celsius, time 8 hour. Product: S(=O)(=O)(O)O.ClC=1C=CC2=C(N(C(S2)=O)CC(=O)N2CCN(CC2)C(N)=N)C1.ClC=1C=CC2=C(N(C(S2)=O)CC(=O)N2CCN(CC2)C(N)=N)C1 (5-chloro-3-[(4-amidino-1-piperazinyl)carbonylmethyl]-2-benzothiazolinone hemisulfate). Isolated yield 67.8%. Reaction SMILES: [Cl:1][C:2]1[CH:3]=[CH:4][C:5]2[S:9][C:8](=[O:10])[N:7]([CH2:11][C:12]([N:14]3[CH2:19][CH2:18][NH:17][CH2:16][CH2:15]3)=[O:13])[C:6]=2[CH:20]=1.[S:21]([OH:25])([OH:24])(=[O:23])=[O:22].CS[C:28](=[NH:30])[NH2:29]>CN(C)C=O.O>[S:21]([OH:25])([OH:24])(=[O:23])=[O:22].[Cl:1][C:2]1[CH:3]=[CH:4][C:5]2[S:9][C:8](=[O:10])[N:7]([CH2:11][C:12]([N:14]3[CH2:15][CH2:16][N:17]([C:28](=[NH:29])[NH2:30])[CH2:18][CH2:19]3)=[O:13])[C:6]=2[CH:20]=1.[Cl:1][C:2]1[CH:3]=[CH:4][C:5]2[S:9][C:8](=[O:10])[N:7]([CH2:11][C:12]([N:14]3[CH2:15][CH2:16][N:17]([C:28](=[NH:29])[NH2:30])[CH2:18][CH2:19]3)=[O:13])[C:6]=2[CH:20]=1 |f:1.2,5.6.7|. Procedure details: To a solution of 5-chloro-3-[(1-piperazinyl)carbonylmethyl]-2-benzothiazolinone (3.0 g) in a mixture of N,N-dimethylformamide (30 ml) and water (5 ml) was added S-methylisothiourea sulfate (4.0 g). The mixture was stirred for 8 hours at 80° C. and then cooled. The precipitates formed were filtered and recrystallized from water (100 ml) to give 5-chloro-3-[(4-amidino-1-piperazinyl)carbonylmethyl]-2-benzothiazolinone hemisulfate (2.63 g). Starting materials: Cl.NC=1C=CC(=C(NC2=NC(=NC(=C2)C(F)(F)F)C=2C=NC=CC2)C1)C (4-(5-amino-2-methylanilino)-2-(3-pyridinyl)-6-(trifluoromethyl)pyrimidine hydrochloride), C(C1=CC=CC=C1)(=O)O (benzoic acid), Cl.C(C)N=C=NCCCN(C)C (1-ethyl-3-(3-dimethylaminopropyl)carbodiimide hydrochloride). Solvent: ClCCl (dichloromethane). Run at time 24 hour. Yields the product CC1=C(C=C(C=C1)NC(C1=CC=CC=C1)=O)NC1=NC(=NC(=C1)C(F)(F)F)C=1C=NC=CC1 (N-[4-Methyl-3-(2-pyridin-3-yl-6-(trifluoromethyl)pyrimidin-4-ylamino)-phenyl]benzamide). Isolated yield 46.5%. Reaction SMILES: Cl.[NH2:2][C:3]1[CH:4]=[CH:5][C:6]([CH3:26])=[C:7]([CH:25]=1)[NH:8][C:9]1[CH:14]=[C:13]([C:15]([F:18])([F:17])[F:16])[N:12]=[C:11]([C:19]2[CH:20]=[N:21][CH:22]=[CH:23][CH:24]=2)[N:10]=1.[C:27](O)(=[O:34])[C:28]1[CH:33]=[CH:32][CH:31]=[CH:30][CH:29]=1.Cl.C(N=C=NCCCN(C)C)C>ClCCl>[CH3:26][C:6]1[CH:5]=[CH:4][C:3]([NH:2][C:27](=[O:34])[C:28]2[CH:33]=[CH:32][CH:31]=[CH:30][CH:29]=2)=[CH:25][C:7]=1[NH:8][C:9]1[CH:14]=[C:13]([C:15]([F:17])([F:18])[F:16])[N:12]=[C:11]([C:19]2[CH:20]=[N:21][CH:22]=[CH:23][CH:24]=2)[N:10]=1 |f:0.1,3.4|. Reported procedure: A mixture of 4-(5-amino-2-methylanilino)-2-(3-pyridinyl)-6-(trifluoromethyl)pyrimidine hydrochloride (25 mg, 0.067 mmol), benzoic acid (10 mg, 0.080 mmol), and 1-ethyl-3-(3-dimethylaminopropyl)carbodiimide hydrochloride (15.4 mg, 0.080 mmol) in dichloromethane (5 ml) was stirred at room temperature for 24 h. The mixture was rotary evaporated to dryness and the residue was purified by column chromatography to give a white solid (14 mg, 47%). 1H NMR (CDCl3): 9.66 (s, 1H), 8.75–8.71 (m, 1H), 8.67 (... Reactants: CN(C)CC(=O)O, CS(C)=O, CCOC(C)=O, [Cu]I, FC(F)(F)c1n[nH]c2c1COCC2, O=c1[nH]c(=O)n(CCCN2CC3CC3(c3ccc(C(F)(F)F)cc3)C2)cc1I, [K+], [K+], O=C([O-])[O-]. Product: O=c1[nH]c(=O)n(CCCN2CC3CC3(c3ccc(C(F)(F)F)cc3)C2)cc1-n1nc(C(F)(F)F)c2c1CCOC2. RXN SMILES: [CH3:29][N:30]([CH2:31][C:32](=[O:33])[OH:34])[CH3:35].[CH3:55][S:56](=[O:57])[CH3:58].[CH3:59][CH2:60][O:61][C:62]([CH3:63])=[O:64].[Cu:65][I:66].[F:42][C:43]([c:44]1[c:45]2[c:46]([nH:47][n:48]1)[CH2:49][CH2:50][O:51][CH2:52]2)([F:53])[F:54].[I:1][c:2]1[c:3](=[O:28])[nH:4][c:5](=[O:27])[n:6]([CH2:8][CH2:9][CH2:10][N:11]2[CH2:12][C:13]3([c:17]4[cH:18][cH:19][c:20]([C:23]([F:24])([F:25])[F:26])[cH:21][cH:22]4)[CH2:14][CH:15]3[CH2:16]2)[cH:7]1.[K+:36].[K+:37].[O-:38][C:39]([O-:40])=[O:41]>>[c:2]1(-[n:47]2[c:46]3[c:45]([c:44]([C:43]([F:42])([F:53])[F:54])[n:48]2)[CH2:52][O:51][CH2:50][CH2:49]3)[c:3](=[O:28])[nH:4][c:5](=[O:27])[n:6]([CH2:8][CH2:9][CH2:10][N:11]2[CH2:12][C:13]3([c:17]4[cH:18][cH:19][c:20]([C:23]([F:24])([F:25])[F:26])[cH:21][cH:22]4)[CH2:14][CH:15]3[CH2:16]2)[cH:7]1. As a reaction SMILES: [CH2:1]([CH2:2][CH2:3][CH3:4])[O:5][CH2:6][CH2:7][O:8][c:9]1[cH:10][cH:11][c:12](-[c:15]2[cH:16][cH:17][c:18]3[c:19]([cH:44]2)[CH:20]=[C:21]([C:27](=[O:28])[NH:29][c:30]2[cH:31][cH:32][c:33]([CH:36]([c:37]4[n:38][cH:39][cH:40][cH:41][cH:42]4)[OH:43])[cH:34][cH:35]2)[CH2:22][CH2:23][S:24]3(=[O:25])=[O:26])[cH:13][cH:14]1.[Cl:63][CH2:64][Cl:65].[Na+:61].[Na+:62].[OH:45][O:46][C:47]([c:48]1[cH:49][c:50]([Cl:51])[cH:52][cH:53][cH:54]1)=[O:55].[S:56]([O-:57])([O-:58])(=[O:59])=[S:60]>>[CH2:1]([CH2:2][CH2:3][CH3:4])[O:5][CH2:6][CH2:7][O:8][c:9]1[cH:10][cH:11][c:12](-[c:15]2[cH:16][cH:17][c:18]3[c:19]([cH:44]2)[CH:20]=[C:21]([C:27](=[O:28])[NH:29][c:30]2[cH:31][cH:32][c:33]([CH:36]([c:37]4[n+:38]([O-:45])[cH:39][cH:40][cH:41][cH:42]4)[OH:43])[cH:34][cH:35]2)[CH2:22][CH2:23][S:24]3(=[O:25])=[O:26])[cH:13][cH:14]1. Product: CCCCOCCOc1ccc(-c2ccc3c(c2)C=C(C(=O)Nc2ccc(C(O)c4cccc[n+]4[O-])cc2)CCS3(=O)=O)cc1. Reactants: CCCCOCCOc1ccc(-c2ccc3c(c2)C=C(C(=O)Nc2ccc(C(O)c4ccccn4)cc2)CCS3(=O)=O)cc1, ClCCl, [Na+], [Na+], O=C(OO)c1cccc(Cl)c1, O=S([O-])([O-])=S. Reactants: ClCC(=O)Cl (chloroacetyl chloride), COC(CNCC1OCCCO1)OCC (N-(2-Methoxy-2-ethoxyethyl)-N-(1,3-dioxan-2-ylmethyl)-amine), C1=CC=CC=C1 (benzene), C([O-])([O-])=O.[Na+].[Na+] (sodium carbonate). Solvent: O (water). Yields the product COC(CN(C(CCl)=O)CC1OCCCO1)OCC (N-(2-methoxy-2-ethoxyethyl)-N-(1,3-dioxan-2-ylmethyl)-α-chloroacetamide). As a reaction SMILES: [CH3:1][O:2][CH:3]([O:13][CH2:14][CH3:15])[CH2:4][NH:5][CH2:6][CH:7]1[O:12][CH2:11][CH2:10][CH2:9][O:8]1.C1C=CC=CC=1.C(=O)([O-])[O-].[Na+].[Na+].[Cl:28][CH2:29][C:30](Cl)=[O:31]>O>[CH3:1][O:2][CH:3]([O:13][CH2:14][CH3:15])[CH2:4][N:5]([CH2:6][CH:7]1[O:8][CH2:9][CH2:10][CH2:11][O:12]1)[C:30](=[O:31])[CH2:29][Cl:28] |f:2.3.4|. Procedure: N-(2-Methoxy-2-ethoxyethyl)-N-(1,3-dioxan-2-ylmethyl)-amine (0.05 mole), benzene (100 ml), water (100 ml) and sodium carbonate (2 grams) are charged into a glass reaction vessel eqiuipped with a mechanical stirrer and thermometer. The reaction mixture is cooled to a temperature of from 5° to 10° C and chloroacetyl chloride (0.05 mole) is added dropwise with stirring. After the addition is completed stirring is continued until the reaction mixture has reached room temperature. After this time the...